Dataset: the Open Reaction Database (ORD), a public repository of structured organic reaction records. Task: describe an organic reaction: reactants, conditions, products, and yield The reactants are C(C)(C)N(CC)C(C)C (diisopropylethylamine), C(O)([O-])=O.[Na+] (sodium hydrogen carbonate), FC(CCCN)(F)F (4,4,4-trifluoro-butylamine), ClC(=O)OC1=CC=C(C=C1)[N+](=O)[O-] (4-nitrophenyl chloroformate). The solvent is ClCCl (dichloromethane), ClCCl (dichloromethane), ClCCl (dichloromethane). Conditions: temperature -15 celsius, time 45 minute. Yields the product FC(CCCNC(OC1=CC=C(C=C1)[N+](=O)[O-])=O)(F)F (4-nitrophenyl 4,4,4-trifluorobutylcarbamate). Yield: 94.6%. As a reaction SMILES: [F:1][C:2]([F:8])([F:7])[CH2:3][CH2:4][CH2:5][NH2:6].Cl[C:10]([O:12][C:13]1[CH:18]=[CH:17][C:16]([N+:19]([O-:21])=[O:20])=[CH:15][CH:14]=1)=[O:11].C(N(C(C)C)CC)(C)C.C(=O)([O-])O.[Na+]>ClCCl>[F:1][C:2]([F:8])([F:7])[CH2:3][CH2:4][CH2:5][NH:6][C:10](=[O:11])[O:12][C:13]1[CH:14]=[CH:15][C:16]([N+:19]([O-:21])=[O:20])=[CH:17][CH:18]=1 |f:3.4|. Procedure: To a solution of 0.35 g (2.75 mmol) of 4,4,4-trifluoro-butylamine (CAS 819-46-5) in 20 ml of dichloromethane, cooled to −15° C., is added dropwise 1.00 g (4.96 mmol) of 4-nitrophenyl chloroformate (CAS 7693-46-1) dissolved in 15 ml of dichloromethane, while maintaining the temperature at −15° C. 0.48 ml (2.75 mmol) of diisopropylethylamine in 10 ml of dichloromethane still at −15° C. is then added. Stirring is continued at −15° C. for 45 minutes, and the temperature of the mixture is then allowe... The reactants are C[C@@H]1[C@H]([C@H](C[C@@H](O1)O[C@@H]2[C@H](O[C@H](C[C@@H]2O)O[C@@H]3[C@H](O[C@H](C[C@@H]3O)O[C@H]4CC[C@]5([C@@H](C4)CC[C@@H]6[C@@H]5CC[C@]7([C@@]6(C[C@@H]([C@@H]7C8=CC(=O)OC8)O)O)C)C)C)C)O)O (gitoxin), Cl (hydrochloric acid), C([O-])([O-])=O.[Na+].[Na+] (sodium carbonate). Solvent: C(C)O (ethanol). Conditions: time 3 day. Yields the product C[C@]12CC[C@@H](C[C@H]1CC[C@@H]3[C@@H]2CC[C@]4([C@@]3(C[C@@H]([C@@H]4C5=CC(=O)OC5)O)O)C)O (gitoxigenin). Isolated yield 93.6%. Reaction SMILES: C[C@H]1O[C@@H](O[C@H]2[C@@H](O)C[C@H](O[C@H]3[C@@H](O)C[C@H]([O:24][C@@H:25]4[CH2:30][C@H:29]5[CH2:31][CH2:32][C@H:33]6[C@@:38]7([OH:49])[CH2:39][C@H:40]([OH:48])[C@H:41]([C:42]8[CH2:47][O:46][C:44](=[O:45])[CH:43]=8)[C@@:37]7([CH3:50])[CH2:36][CH2:35][C@@H:34]6[C@@:28]5([CH3:51])[CH2:27][CH2:26]4)O[C@@H]3C)O[C@@H]2C)C[C@H](O)[C@@H]1O.Cl.C(=O)([O-])[O-].[Na+].[Na+]>C(O)C>[CH3:51][C@@:28]12[C@H:34]3[CH2:35][CH2:36][C@:37]4([CH3:50])[C@@H:41]([C:42]5[CH2:47][O:46][C:44](=[O:45])[CH:43]=5)[C@@H:40]([OH:48])[CH2:39][C@:38]4([OH:49])[C@@H:33]3[CH2:32][CH2:31][C@@H:29]1[CH2:30][C@@H:25]([OH:24])[CH2:26][CH2:27]2 |f:2.3.4|. Procedure: A suspension of 4.7 grams of gitoxin in 300 ml of ethanol containing 4.7 ml of conc. hydrochloric acid was stirred for three days, warmed gently for ten hours then stirred for another day at room temperature. The acidic solution was neutralized by the addition of solid sodium carbonate, then filtered to yield a clear colorless solution. The solvent was removed on a rotary evaporator and the residue was mulled in water to remove carbohydrate hydrolysis products. The residue was extracted into a s...